Dataset: the Open Reaction Database (ORD), a public repository of structured organic reaction records. Task: describe an organic reaction: reactants, conditions, products, and yield The reactants are CCOc1c(OC)cccc1C(=O)Cl, COC(=O)c1ccc(N)c(C(=O)OC)c1, C1COCCO1, c1ccncc1. Yields the product CCOc1c(OC)cccc1C(=O)Nc1ccc(C(=O)OC)cc1C(=O)OC. As a reaction SMILES: [CH2:16]([CH3:17])[O:18][c:19]1[c:20]([C:21](=[O:22])[Cl:23])[cH:24][cH:25][cH:26][c:27]1[O:28][CH3:29].[NH2:1][c:2]1[c:3]([C:12](=[O:13])[O:14][CH3:15])[cH:4][c:5]([C:6](=[O:7])[O:8][CH3:9])[cH:10][cH:11]1.[O:30]1[CH2:31][CH2:32][O:33][CH2:34][CH2:35]1.[cH:36]1[cH:37][cH:38][n:39][cH:40][cH:41]1>>[NH:1]([c:2]1[c:3]([C:12](=[O:13])[O:14][CH3:15])[cH:4][c:5]([C:6](=[O:7])[O:8][CH3:9])[cH:10][cH:11]1)[C:21]([c:20]1[c:19]([O:18][CH2:16][CH3:17])[c:27]([O:28][CH3:29])[cH:26][cH:25][cH:24]1)=[O:22].